This data is from the Open Reaction Database (ORD), a public repository of structured organic reaction records. The task is: describe an organic reaction: reactants, conditions, products, and yield Reactants: CC(C)(C)OC(=O)N1CCN(C(=O)OC(C)(C)C)C(c2ccc(Br)cc2)C1, CC(C)(C)P(c1ccccc1-c1ccccc1)C(C)(C)C, CC(=O)[O-], CC(=O)[O-], C1CCNCC1, CC(C)(C)[O-], Cc1ccccc1, CCOC(C)=O, [Na+], O, [Pd+2]. Yields the product CC(C)(C)OC(=O)N1CCN(C(=O)OC(C)(C)C)C(c2ccc(N3CCCCC3)cc2)C1. As a reaction SMILES: [C:1]([CH3:2])([CH3:3])([CH3:4])[O:5][C:6](=[O:7])[N:8]1[CH:9]([c:21]2[cH:22][cH:23][c:24]([Br:27])[cH:25][cH:26]2)[CH2:10][N:11]([C:14](=[O:15])[O:16][C:17]([CH3:18])([CH3:19])[CH3:20])[CH2:12][CH2:13]1.[C:40]([P:41]([C:42]([CH3:43])([CH3:44])[CH3:45])[c:46]1[cH:47][cH:48][cH:49][cH:50][c:51]1-[c:52]1[cH:53][cH:54][cH:55][cH:56][cH:57]1)([CH3:58])([CH3:59])[CH3:60].[C:68]([O-:69])(=[O:70])[CH3:71].[C:73]([O-:74])(=[O:75])[CH3:76].[CH2:28]1[CH2:29][CH2:30][NH:31][CH2:32][CH2:33]1.[CH3:34][C:35]([CH3:36])([O-:37])[CH3:38].[CH3:61][c:62]1[cH:63][cH:64][cH:65][cH:66][cH:67]1.[CH3:77][CH2:78][O:79][C:80](=[O:81])[CH3:82].[Na+:39].[OH2:83].[Pd+2:72]>>[C:1]([CH3:2])([CH3:3])([CH3:4])[O:5][C:6](=[O:7])[N:8]1[CH:9]([c:21]2[cH:22][cH:23][c:24]([N:31]3[CH2:30][CH2:29][CH2:28][CH2:33][CH2:32]3)[cH:25][cH:26]2)[CH2:10][N:11]([C:14](=[O:15])[O:16][C:17]([CH3:18])([CH3:19])[CH3:20])[CH2:12][CH2:13]1. Product: C1(=CC=CC=C1)C(C1=NC=C(C=C1)[N+](=O)[O-])(C#N)C1=CC=CC=C1 (2-(Diphenylcyanomethyl)-5-nitropyridine). RXN SMILES: Cl[C:2]1[CH:7]=[CH:6][C:5]([N+:8]([O-:10])=[O:9])=[CH:4][N:3]=1.[C:11]1([CH:17]([C:20]2[CH:25]=[CH:24][CH:23]=[CH:22][CH:21]=2)[C:18]#[N:19])[CH:16]=[CH:15][CH:14]=[CH:13][CH:12]=1.[F-].C([N+](CCCC)(CCCC)CCCC)CCC.[OH-].[Na+]>C1(C)C=CC=CC=1.CCCCCC.CCOC(C)=O>[C:20]1([C:17]([C:11]2[CH:12]=[CH:13][CH:14]=[CH:15][CH:16]=2)([C:18]#[N:19])[C:2]2[CH:7]=[CH:6][C:5]([N+:8]([O-:10])=[O:9])=[CH:4][N:3]=2)[CH:21]=[CH:22][CH:23]=[CH:24][CH:25]=1 |f:2.3,4.5,7.8|. Run in C1(=CC=CC=C1)C (toluene), CCCCCC.CCOC(=O)C (hexane EtOAc). Conditions: time 30 minute. Starting materials: [OH-].[Na+] (NaOH), ClC1=NC=C(C=C1)[N+](=O)[O-] (2-chloro-5-nitropyridine), C1(=CC=CC=C1)C(C#N)C1=CC=CC=C1 (diphenylacetonitrile), [F-].C(CCC)[N+](CCCC)(CCCC)CCCC (tetrabutylammonium fluoride). Procedure: To a mixture of 1.0 g 2-chloro-5-nitropyridine (6.3 mmol), 1.33 g diphenylacetonitrile (6.9 mmol, 1.1 equiv) and 700 mg tetrabutylammonium fluoride (3.15 mmol, 0.5 equiv) in 3 mL toluene was added dropwise 1.5 mL 50% aqueous NaOH. After 30 min, no starting materials remained by TLC (hexane/EtOAc). The mixture was filtered through a short plug of silica to remove tars, evaporated and chromatographed (SiO2; hexane/EtOAc). The crude product was a slightly yellow oil which was recrystallized from Me... Yield: 85.6%. Starting materials: N1CC(C1)C1=NC2=C(N1)C=CC(=C2)Cl (2-azetidin-3-yl-5-chloro-1H-benzoimidazole), ClC1=NC=CN=C1Cl (2,3-dichloro-pyrazine). Run in O (water), CN(C)C=O (DMF). Conditions: temperature 100 celsius. The product is ClC1=CC2=C(NC(=N2)C2CN(C2)C2=NC=CN=C2Cl)C=C1 (5-CHLORO-2-[1-(3-CHLORO-PYRAZIN-2-YL)-AZETIDIN-3-YL]-1H-BENZOIMIDAZOLE). As a reaction SMILES: [NH:1]1[CH2:4][CH:3]([C:5]2[NH:9][C:8]3[CH:10]=[CH:11][C:12]([Cl:14])=[CH:13][C:7]=3[N:6]=2)[CH2:2]1.[Cl:15][C:16]1[C:21](Cl)=[N:20][CH:19]=[CH:18][N:17]=1>CN(C=O)C.O>[Cl:14][C:12]1[CH:11]=[CH:10][C:8]2[NH:9][C:5]([CH:3]3[CH2:4][N:1]([C:21]4[C:16]([Cl:15])=[N:17][CH:18]=[CH:19][N:20]=4)[CH2:2]3)=[N:6][C:7]=2[CH:13]=1. Procedure details: A mixture of 2-azetidin-3-yl-5-chloro-1H-benzoimidazole (as prepared by Preparation 2) (1.0 g, 4.83 mmol) and 2,3-dichloro-pyrazine (0.71 g, 10.4 mmol) was dissolved in DMF (20 mL) and heated for 2 h at 100° C. The mixture was diluted with water (10 mL), and extracted with EtOAc (2×20 mL). The combined organic extracts were washed with water (50 mL) and brine (50 mL), dried over Na2SO4, and filtered. The filtrate was evaporated in vacuo to afford the product as a yellow solid. Starting materials: CC(=O)O, COC(=O)c1ccc(OC)c(OCCCCl)c1, O=N[O-], [Na+], O, O=[N+]([O-])O. Yields the product COC(=O)c1cc(OCCCCl)c(OC)cc1[N+](=O)[O-]. As a reaction SMILES: [CH3:22][C:23](=[O:24])[OH:25].[Cl:1][CH2:2][CH2:3][CH2:4][O:5][c:6]1[cH:7][c:8]([C:9](=[O:10])[O:11][CH3:12])[cH:13][cH:14][c:15]1[O:16][CH3:17].[N:18](=[O:19])[O-:20].[Na+:21].[OH2:30].[OH:26][N+:27](=[O:28])[O-:29]>>[Cl:1][CH2:2][CH2:3][CH2:4][O:5][c:6]1[cH:7][c:8]([C:9](=[O:10])[O:11][CH3:12])[c:13]([N+:18](=[O:19])[O-:20])[cH:14][c:15]1[O:16][CH3:17]. Starting materials: O (water), C([O-])([O-])=O.[K+].[K+] (potassium carbonate), S(=O)(Cl)Cl (Thionyl chloride), N1=CN=CC(=C1)C1(CN2CCC1CC2)O (3-(5-pyrimidinyl)-1-azabicyclo[2.2.2] octan-3-ol), S(=O)(Cl)Cl (thionyl chloride). Solvent: ClCCl (dichloromethane). Run at time 1 hour. Product: N1=CN=CC(=C1)C1=CN2CCC1CC2 (3-(5-pyrimidinyl)-1-azabicyclo[2.2.2]oct-2-ene). Yield: 35.6%. RXN SMILES: S(Cl)(Cl)=O.[N:5]1[CH:10]=[C:9]([C:11]2(O)[CH:16]3[CH2:17][CH2:18][N:13]([CH2:14][CH2:15]3)[CH2:12]2)[CH:8]=[N:7][CH:6]=1.O.C(=O)([O-])[O-].[K+].[K+]>ClCCl>[N:7]1[CH:8]=[C:9]([C:11]2[CH:16]3[CH2:15][CH2:14][N:13]([CH2:18][CH2:17]3)[CH:12]=2)[CH:10]=[N:5][CH:6]=1 |f:3.4.5|. Procedure: Thionyl chloride (0.35 ml. 4.8 mmol) was added to a rapidly stirred solution of 3-(5-pyrimidinyl)-1-azabicyclo[2.2.2] octan-3-ol (0.5 g, 2.4 mmol) in dichloromethane (15 ml), at 0° C. The solution was warmed to room temperature and stirred for 1 h before adding a second portion of thionyl chloride (0.2 ml) and refluxing for 0.25 h. The mixture was cooled to 10° C., water (10 ml) added and basified to pH >10 with potassium carbonate. Extraction into dichloromethane (3×50 ml). drying (Na2SO4) and ... Starting materials: C1(=CC=CC=C1)O (phenol), N1CCC(CC1)OC1=CC=C(C=O)C=C1 (4-(piperidin-4-yloxy)benzaldehyde), C(=O)(N1C=NC=C1)N1C=NC=C1 (1,1'-carbonyldiimidazole). The solvent is CCOC(=O)C (EtOAc), C1=CC=CC=C1 (benzene). Reaction conditions: temperature 80 celsius, time 12 hour. The product is O(C1=CC=CC=C1)C(=O)N1CCC(CC1)OC1=CC=C(C=O)C=C1 (4-[1-(Phenoxycarbonyl)piperidin-4-yloxy]benzaldehyde). Yield: 66.2%. RXN SMILES: [C:1]1([OH:7])[CH:6]=[CH:5][CH:4]=[CH:3][CH:2]=1.[NH:8]1[CH2:13][CH2:12][CH:11]([O:14][C:15]2[CH:22]=[CH:21][C:18]([CH:19]=[O:20])=[CH:17][CH:16]=2)[CH2:10][CH2:9]1.[C:23](N1C=CN=C1)(N1C=CN=C1)=[O:24]>C1C=CC=CC=1.CCOC(C)=O>[O:7]([C:23]([N:8]1[CH2:9][CH2:10][CH:11]([O:14][C:15]2[CH:22]=[CH:21][C:18]([CH:19]=[O:20])=[CH:17][CH:16]=2)[CH2:12][CH2:13]1)=[O:24])[C:1]1[CH:6]=[CH:5][CH:4]=[CH:3][CH:2]=1. Procedure details: To a stirred mixture of phenol (0.83 g) and 4-(piperidin-4-yloxy)benzaldehyde (2 g) in dry benzene (20 ml), 1,1'-carbonyldiimidazole (1.58 g) was added and the reaction mixture was stirred at 80° C. for 12 h. At the end of this time, the reaction mixture was diluted with EtOAc, washed with H2O, dried (Na2SO4) and the solvent was removed under reduced pressure. The crude product was chromatographed on silica gel using 5 to 15% (gradient elution) ethyl acetate in petroleum ether to afford 1.9 g (6... The reactants are CCCC[Sn](Cl)(CCCC)CCCC, CC(C)[Mg+], [Cl-], [Cl-], COC(=O)c1ccc2c(c1)OCCn1cc(I)nc1-2, [NH4+], C1CCOC1. Yields the product CCCC[Sn](CCCC)(CCCC)c1cn2c(n1)-c1ccc(C(=O)OC)cc1OCC2. Reaction SMILES: [CH2:30]([CH2:31][CH2:32][CH3:33])[Sn:34]([CH2:35][CH2:36][CH2:37][CH3:38])([CH2:39][CH2:40][CH2:41][CH3:42])[Cl:43].[CH:2]([Mg+:3])([CH3:4])[CH3:5].[Cl-:1].[Cl-:44].[I:11][c:12]1[n:13][c:14]2[n:15]([cH:29]1)[CH2:16][CH2:17][O:18][c:19]1[c:20]-2[cH:21][cH:22][c:23]([C:25](=[O:26])[O:27][CH3:28])[cH:24]1.[NH4+:45].[O:6]1[CH2:7][CH2:8][CH2:9][CH2:10]1>>[c:12]1([Sn:34]([CH2:30][CH2:31][CH2:32][CH3:33])([CH2:35][CH2:36][CH2:37][CH3:38])[CH2:39][CH2:40][CH2:41][CH3:42])[n:13][c:14]2[n:15]([cH:29]1)[CH2:16][CH2:17][O:18][c:19]1[c:20]-2[cH:21][cH:22][c:23]([C:25](=[O:26])[O:27][CH3:28])[cH:24]1.